Dataset: the Open Reaction Database (ORD), a public repository of structured organic reaction records. Task: describe an organic reaction: reactants, conditions, products, and yield Reactants: O=C([O-])O, CC1(C)OCc2cc(C3CN(CCCCCCOCCO)C(=O)O3)ccc2O1, CS(=O)(=O)Cl, CCN(C(C)C)C(C)C, ClCCl, [Na+]. The product is CC1(C)OCc2cc(C3CN(CCCCCCOCCOS(C)(=O)=O)C(=O)O3)ccc2O1. As a reaction SMILES: [C:43](=[O:44])([OH:45])[O-:46].[CH3:1][C:2]1([CH3:28])[O:3][CH2:4][c:5]2[c:6]([cH:8][cH:9][c:10]([CH:12]3[CH2:13][N:14]([CH2:18][CH2:19][CH2:20][CH2:21][CH2:22][CH2:23][O:24][CH2:25][CH2:26][OH:27])[C:15](=[O:17])[O:16]3)[cH:11]2)[O:7]1.[CH3:38][S:39]([Cl:40])(=[O:41])=[O:42].[CH:29]([N:30]([CH:31]([CH3:32])[CH3:33])[CH2:34][CH3:35])([CH3:36])[CH3:37].[Cl:48][CH2:49][Cl:50].[Na+:47]>>[CH3:1][C:2]1([CH3:28])[O:3][CH2:4][c:5]2[c:6]([cH:8][cH:9][c:10]([CH:12]3[CH2:13][N:14]([CH2:18][CH2:19][CH2:20][CH2:21][CH2:22][CH2:23][O:24][CH2:25][CH2:26][O:27][S:39]([CH3:38])(=[O:41])=[O:42])[C:15](=[O:17])[O:16]3)[cH:11]2)[O:7]1. Reactants: CCCC[N+](CCCC)(CCCC)CCCC, N#CCCCN(Cc1ccccc1)Cc1ccccc1, ClCCl, [Na+], [OH-], O, OO, O=S(=O)([O-])O. The product is NC(=O)CCCN(Cc1ccccc1)Cc1ccccc1. As a reaction SMILES: [CH2:31]([N+:32]([CH2:33][CH2:34][CH2:35][CH3:36])([CH2:37][CH2:38][CH2:39][CH3:40])[CH2:41][CH2:42][CH2:43][CH3:44])[CH2:45][CH2:46][CH3:47].[CH2:5]([c:6]1[cH:7][cH:8][cH:9][cH:10][cH:11]1)[N:12]([CH2:13][c:14]1[cH:15][cH:16][cH:17][cH:18][cH:19]1)[CH2:20][CH2:21][CH2:22][C:23]#[N:24].[Cl:48][CH2:49][Cl:50].[Na+:4].[OH-:3].[OH2:25].[OH:1][OH:2].[S:26]([O-:27])([OH:28])(=[O:29])=[O:30]>>[O:1]=[C:23]([CH2:22][CH2:21][CH2:20][N:12]([CH2:5][c:6]1[cH:7][cH:8][cH:9][cH:10][cH:11]1)[CH2:13][c:14]1[cH:15][cH:16][cH:17][cH:18][cH:19]1)[NH2:24]. The reactants are BrCC=1N(C(C2=C(N1)SC(=C2)S(N)(=O)=O)=O)C2=C(C=CC=C2)Cl (3,4-dihydro-2-bromomethyl-3-(2-chlorophenyl)-4-oxo-6-sulfamoylthieno[2,3-d]pyrimidine), CN1CCNCC1 (N-methylpiperazine), C([O-])([O-])=O.[K+].[K+] (potassium carbonate). Solvent: CN(C=O)C (dimethylformamide). Conditions: temperature 40 celsius, time 1.5 hour. Product: ClC1=C(C=CC=C1)N1C(=NC2=C(C1=O)C=C(S2)S(N)(=O)=O)CN2CCN(CC2)C (3,4-Dihydro-(2-chlorophenyl)-2-(4-methyl-1-piperazinylmethyl)-4-oxo-6-sulfamoylthieno[2,3-d]pyrimidine). Isolated yield 36.4%. Reaction SMILES: Br[CH2:2][C:3]1[N:4]([C:17]2[CH:22]=[CH:21][CH:20]=[CH:19][C:18]=2[Cl:23])[C:5](=[O:16])[C:6]2[CH:11]=[C:10]([S:12](=[O:15])(=[O:14])[NH2:13])[S:9][C:7]=2[N:8]=1.[CH3:24][N:25]1[CH2:30][CH2:29][NH:28][CH2:27][CH2:26]1.C(=O)([O-])[O-].[K+].[K+]>CN(C)C=O>[Cl:23][C:18]1[CH:19]=[CH:20][CH:21]=[CH:22][C:17]=1[N:4]1[C:5](=[O:16])[C:6]2[CH:11]=[C:10]([S:12](=[O:15])(=[O:14])[NH2:13])[S:9][C:7]=2[N:8]=[C:3]1[CH2:2][N:28]1[CH2:29][CH2:30][N:25]([CH3:24])[CH2:26][CH2:27]1 |f:2.3.4|. Procedure: To 5.0 g of 3,4-dihydro-2-bromomethyl-3-(2-chlorophenyl)-4-oxo-6-sulfamoylthieno[2,3-d]pyrimidine were added 50 ml of dimethylformamide, 1.5 g of N-methylpiperazine and 3.2 g of potassium carbonate, and the mixture was stirred at 40° C. for 1.5 hours. The reaction mixture was poured onto water, and the mixture was extracted with ethyl acetate. The concentrated residue of the extract was crystallized from ethanol, followed by recrystallization of the obtained crystals from methanol-chloroform to ... The reactants are C1CCOC1, Nc1ccc(N2CCOCC2)cc1, CC(=O)c1ccc(C(=O)Nc2cccc(C(=O)c3ccc4c(c3)NC(=O)C4=CO)c2)s1. Yields the product CC(=O)c1ccc(C(=O)Nc2cccc(C(=O)c3ccc4c(c3)NC(=O)C4=CNc3ccc(N4CCOCC4)cc3)c2)s1. RXN SMILES: [CH2:45]1[O:46][CH2:47][CH2:48][CH2:49]1.[NH2:32][c:33]1[cH:34][cH:35][c:36]([N:39]2[CH2:40][CH2:41][O:42][CH2:43][CH2:44]2)[cH:37][cH:38]1.[OH:1][CH:2]=[C:3]1[C:4](=[O:31])[NH:5][c:6]2[cH:7][c:8]([C:12](=[O:13])[c:14]3[cH:15][c:16]([NH:20][C:21](=[O:22])[c:23]4[s:24][c:25]([C:28]([CH3:29])=[O:30])[cH:26][cH:27]4)[cH:17][cH:18][cH:19]3)[cH:9][cH:10][c:11]21>>[CH:2](=[C:3]1[C:4](=[O:31])[NH:5][c:6]2[cH:7][c:8]([C:12](=[O:13])[c:14]3[cH:15][c:16]([NH:20][C:21](=[O:22])[c:23]4[s:24][c:25]([C:28]([CH3:29])=[O:30])[cH:26][cH:27]4)[cH:17][cH:18][cH:19]3)[cH:9][cH:10][c:11]21)[NH:32][c:33]1[cH:34][cH:35][c:36]([N:39]2[CH2:40][CH2:41][O:42][CH2:43][CH2:44]2)[cH:37][cH:38]1.